From a dataset of the Open Reaction Database (ORD), a public repository of structured organic reaction records. describe an organic reaction: reactants, conditions, products, and yield Reaction SMILES: CN([Si:9]([CH3:12])([CH3:11])[CH3:10])C(=O)C(F)(F)F.[CH:13]([NH:15][CH:16]1[C:28](=[O:29])[N:18]2[C:19]([C:25]([OH:27])=[O:26])=[C:20]([CH3:24])[CH2:21][S:22](=[O:23])[C@H:17]12)=[O:14].NS(O)(=O)=O.[Br:35]N1C(=O)CCC1=O>ClCCl>[Br:35][CH2:24][C:20]1[CH2:21][S:22](=[O:23])[C@@H:17]2[CH:16]([NH:15][CH:13]=[O:14])[C:28](=[O:29])[N:18]2[C:19]=1[C:25]([O:27][Si:9]([CH3:12])([CH3:11])[CH3:10])=[O:26]. The yield is 52.0%. Yields the product BrCC=1CS([C@H]2N(C1C(=O)O[Si](C)(C)C)C(C2NC=O)=O)=O (trimethylsilyl 3-bromomethyl-7-formamido-3-cephem-4-carboxylate-1-oxide). Reactants: BrN1C(CCC1=O)=O (N-bromosuccinimide), CN(C(C(F)(F)F)=O)[Si](C)(C)C (N-methyl-N-trimethylsilyltrifluoroacetamide), C(=O)NC1[C@@H]2N(C(=C(CS2=O)C)C(=O)O)C1=O (7-formamido-3-methyl-3-cephem-4-carboxylic acid-1-oxide), NS(=O)(=O)O (amidosulfonic acid). Solvent: ClCCl (dichloromethane). Reported procedure: 325 mg (1.63 mmoles) of N-methyl-N-trimethylsilyltrifluoroacetamide were added at room temperature to a suspension of 280.7 mg (1.09 mmoles) of 7-formamido-3-methyl-3-cephem-4-carboxylic acid-1-oxide in 40 ml of dichloromethane and the mixture was stirred for half an hour, after which an almost clear solution was obtained. This was cooled in an ice-bath and 69.5 mg (0.71 mmole) of amidosulfonic acid were added to it. Bromination was carried out in half an hour using 275.8 mg (1.55 mmoles) of N-b...